From a dataset of the Open Reaction Database (ORD), a public repository of structured organic reaction records. describe an organic reaction: reactants, conditions, products, and yield Starting materials: CCCI, Cn1c(S)nc(-c2ccccc2)c1-c1nc2c(N)ncnc2s1, [Na+], [OH-]. Product: CCCSc1nc(-c2ccccc2)c(-c2nc3c(N)ncnc3s2)n1C. RXN SMILES: [CH2:24]([CH2:25][CH3:26])[I:27].[NH2:1][c:2]1[c:3]2[c:4]([n:5][cH:6][n:7]1)[s:8][c:9](-[c:11]1[c:12](-[c:18]3[cH:19][cH:20][cH:21][cH:22][cH:23]3)[n:13][c:14]([SH:17])[n:15]1[CH3:16])[n:10]2.[Na+:29].[OH-:28]>>[NH2:1][c:2]1[c:3]2[c:4]([n:5][cH:6][n:7]1)[s:8][c:9](-[c:11]1[c:12](-[c:18]3[cH:19][cH:20][cH:21][cH:22][cH:23]3)[n:13][c:14]([S:17][CH2:24][CH2:25][CH3:26])[n:15]1[CH3:16])[n:10]2. Starting materials: CC(C)([O-])C.[Na+] (sodium tert-butoxide), BrC1=CC=C(C=C1)C1OCCO1 (2-(4-bromophenyl)-1,3-dioxolane), C(C)(C)(C)C1=CC=C(C=C1)NC1=CC=CC=C1 ((4-tert-butylphenyl)phenylamine), N#N (N2), ClP(C(C)(C)C)C(C)(C)C (chlorobis-t-butylphosphine). Reagents/catalysts: CC(=O)[O-].CC(=O)[O-].[Pd+2] (Pd(OAc)2). Solvent: C1(=CC=CC=C1)C (toluene). Product: C(C)(C)(C)C1=CC=C(C=C1)N(C1=CC=CC=C1)C1=CC=C(C=C1)C1OCCO1 ((4-tert-butylphenyl)-(4-1,3-dioxolan-2-ylphenyl)phenylamine). As a reaction SMILES: Br[C:2]1[CH:7]=[CH:6][C:5]([CH:8]2[O:12][CH2:11][CH2:10][O:9]2)=[CH:4][CH:3]=1.[C:13]([C:17]1[CH:22]=[CH:21][C:20]([NH:23][C:24]2[CH:29]=[CH:28][CH:27]=[CH:26][CH:25]=2)=[CH:19][CH:18]=1)([CH3:16])([CH3:15])[CH3:14].N#N.CC(C)([O-])C.[Na+].ClP(C(C)(C)C)C(C)(C)C>C1(C)C=CC=CC=1.CC([O-])=O.CC([O-])=O.[Pd+2]>[C:13]([C:17]1[CH:22]=[CH:21][C:20]([N:23]([C:2]2[CH:7]=[CH:6][C:5]([CH:8]3[O:12][CH2:11][CH2:10][O:9]3)=[CH:4][CH:3]=2)[C:24]2[CH:29]=[CH:28][CH:27]=[CH:26][CH:25]=2)=[CH:19][CH:18]=1)([CH3:16])([CH3:14])[CH3:15] |f:3.4,7.8.9|. Procedure: 48.8 g (213 mmol) of 2-(4-bromophenyl)-1,3-dioxolane and 48 g (213 mmol) of (4-tert-butylphenyl)phenylamine are initially introduced in 750 ml of toluene, and the solution is saturated with N2 for about 30 min. 29.2 g (304 mmol) of sodium tert-butoxide are subsequently added in small portions, followed by 760 mg (4.2 mmol) of chlorobis-t-butylphosphine and 485 mg (2.1 mmol) of Pd(OAc)2. The mixture is refluxed for 3 h with monitoring by TLC. Starting materials: C[N+]1(CCOCC1)[O-] (4-methylmorpholine N-oxide), aldehyde, [Si](C)(C)(C(C)(C)C)O[C@@H]1[C@@H]2CC[C@@H]([C@]2(CCC1)C)[C@@H](CO)C ((2S)-2-((1R,3aR,4S,7aR)-4-{[tert-butyl(dimethyl)silyl]oxy}-7a-methyloctahydro-1H-inden-1-yl)propan-1-ol), C[Si](OC([C@@H](CS(=O)(=O)C1=CC=CC=C1)C)(C)C)(C)C (trimethyl{[(2S)-1,1,2-trimethyl-3-(phenylsulfonyl)propyl]oxy}silane). Reagents/catalysts: [Ru](=O)(=O)(=O)[O-].C(CC)[N+](CCC)(CCC)CCC (tetrapropylammonium perruthenate). Run in ClCCl (dichloromethane). Run at time 2 hour. Product: [Si](C)(C)(C(C)(C)C)O[C@@H]1[C@@H]2CC[C@@H]([C@]2(CCC1)C)[C@H](C)C(C[C@H](C(C)(O[Si](C)(C)C)C)C)O ((2S,5R)-2-((1R,3aR,4S,7aR)-4-{[tert-butyl(dimethyl)silyl]oxy}-7a-methyloctahydro-1H-inden-1-yl)-5,6-dimethyl-6-[(trimethylsilyl)oxy]heptan-3-ol). As a reaction SMILES: [Si:1]([O:8][C@H:9]1[CH2:17][CH2:16][CH2:15][C@@:14]2([CH3:18])[C@H:10]1[CH2:11][CH2:12][C@@H:13]2[C@H:19]([CH3:22])[CH2:20][OH:21])([C:4]([CH3:7])([CH3:6])[CH3:5])([CH3:3])[CH3:2].C[N+]1([O-])CCOCC1.[CH3:31][Si:32]([CH3:50])([CH3:49])[O:33][C:34]([CH3:48])([CH3:47])[C@H:35]([CH3:46])[CH2:36]S(C1C=CC=CC=1)(=O)=O>ClCCl.[Ru]([O-])(=O)(=O)=O.C([N+](CCC)(CCC)CCC)CC>[Si:1]([O:8][C@H:9]1[CH2:17][CH2:16][CH2:15][C@@:14]2([CH3:18])[C@H:10]1[CH2:11][CH2:12][C@@H:13]2[C@@H:19]([CH:20]([OH:21])[CH2:36][C@@H:35]([CH3:46])[C:34]([CH3:48])([O:33][Si:32]([CH3:50])([CH3:31])[CH3:49])[CH3:47])[CH3:22])([C:4]([CH3:7])([CH3:6])[CH3:5])([CH3:3])[CH3:2] |f:4.5|. Procedure: The compound of Example 10E (200 mg, 0.61 mmol) was dissolved in 2 mL of dichloromethane; 100 mg of 4 Å molecular sieves were added, followed by 15 mg of tetrapropylammonium perruthenate and 75 mg of 4-methylmorpholine N-oxide. The mixture was stirred for 2 hours at ambient temperature, and then filtered through diatomaceous earth to removed solids. The crude product was purified by silica gel chromatography using an Analogix IntelliFlash™ 40, eluting with a gradient of 5% to 30% ethyl acetate i... The solvent is C(C)#N (acetonitrile). Product: [Br-].OC1C[N+](CC1)(CC(NC1=NC=CN=C1)=O)C (3-Hydroxy-1-methyl-1-(pyrazin-2-ylcarbamoylmethyl)-pyrrolidinium bromide). Procedure details: A solution of 2-Bromo-N-pyrazin-2-yl-acetamide (Intermediate A)(3.0 g, 13.9 mmol) in acetonitrile (80 ml) is treated with (R)-hydroxy-methyl pyrrolidone (1.4 g, 13.9 mmol). The resulting suspension is stirred at room temperature for 3 hours and then filtered. The solid is washed with acetonitrile and dried in vacuo overnight to yield the titled compound as a brown solid. The reactants are BrCC(=O)NC1=NC=CN=C1 (2-Bromo-N-pyrazin-2-yl-acetamide), BrCC(=O)NC1=NC=CN=C1 (2-Bromo-N-pyrazin-2-yl-acetamide), O[C@H]1C(N(CC1)C)=O ((R)-hydroxy-methyl pyrrolidone). Reaction SMILES: [Br:1][CH2:2][C:3]([NH:5][C:6]1[CH:11]=[N:10][CH:9]=[CH:8][N:7]=1)=[O:4].[OH:12][C@@H:13]1[CH2:17][CH2:16][N:15]([CH3:18])[C:14]1=O>C(#N)C>[Br-:1].[OH:12][CH:13]1[CH2:17][CH2:16][N+:15]([CH3:18])([CH2:2][C:3](=[O:4])[NH:5][C:6]2[CH:11]=[N:10][CH:9]=[CH:8][N:7]=2)[CH2:14]1 |f:3.4|. Reaction conditions: time 3 hour. Starting materials: Cl (HCl), ClC1=C(C=C(C=C1)NC(C1=CC=C(C=C1)CN1C(CNCC1)=O)=O)C1=NC=CC=C1 (N-(4-chloro-3-(pyridin-2-yl)phenyl)-4-((2-oxopiperazin-1-yl)methyl)benzamide), C=O (Paraformaldehyde), C(C)(=O)O[BH-](OC(C)=O)OC(C)=O.[Na+] (Sodium Triacetoxyborohydride). Solvent: CC(=O)O (AcOH), CN(C)C=O (DMF). Product: ClC1=C(C=C(C=C1)NC(C1=CC=C(C=C1)CN1C(CN(CC1)C)=O)=O)C1=NC=CC=C1 (N-(4-chloro-3-(pyridin-2-yl)phenyl)-4-((4-methyl-2-oxopiperazin-1-yl)methyl)benzamide). As a reaction SMILES: Cl.[Cl:2][C:3]1[CH:8]=[CH:7][C:6]([NH:9][C:10](=[O:25])[C:11]2[CH:16]=[CH:15][C:14]([CH2:17][N:18]3[CH2:23][CH2:22][NH:21][CH2:20][C:19]3=[O:24])=[CH:13][CH:12]=2)=[CH:5][C:4]=1[C:26]1[CH:31]=[CH:30][CH:29]=[CH:28][N:27]=1.C=O.[C:34](O[BH-](OC(=O)C)OC(=O)C)(=O)C.[Na+]>CC(O)=O.CN(C=O)C>[Cl:2][C:3]1[CH:8]=[CH:7][C:6]([NH:9][C:10](=[O:25])[C:11]2[CH:12]=[CH:13][C:14]([CH2:17][N:18]3[CH2:23][CH2:22][N:21]([CH3:34])[CH2:20][C:19]3=[O:24])=[CH:15][CH:16]=2)=[CH:5][C:4]=1[C:26]1[CH:31]=[CH:30][CH:29]=[CH:28][N:27]=1 |f:3.4|. Procedure details: To 200 mg of the HCl salt of N-(4-chloro-3-(pyridin-2-yl)phenyl)-4-((2-oxopiperazin-1-yl)methyl)benzamide was added 55 mg of Paraformaldehyde and 185 mg of Sodium Triacetoxyborohydride in 1 mL of 2% AcOH in DMF. After completion, the reaction is extracted once with bicarbonate and brine in Ethyl Acetate, dried over Magnesium Sulfate, concentrated and purified by reverse phase HPLC to give pure N-(4-chloro-3-(pyridin-2-yl)phenyl)-4-((4-methyl-2-oxopiperazin-1-yl)methyl)benzamide. MS (Q1) 435.3 (M...